This data is from the Open Reaction Database (ORD), a public repository of structured organic reaction records. The task is: describe an organic reaction: reactants, conditions, products, and yield Reactants: CC(C)O, O=C(CCl)Nc1ccccc1C(=O)O, [Na+], [OH-], O. Product: O=C1COC(=O)c2ccccc2N1. Reaction SMILES: [CH:18]([OH:19])([CH3:20])[CH3:21].[Cl:3][CH2:4][C:5](=[O:6])[NH:7][c:8]1[c:9]([C:10](=[O:11])[OH:12])[cH:13][cH:14][cH:15][cH:16]1.[Na+:2].[OH-:1].[OH2:17]>>[CH2:4]1[C:5](=[O:6])[NH:7][c:8]2[c:9]([cH:13][cH:14][cH:15][cH:16]2)[C:10](=[O:12])[O:11]1. Reactants: [BH3-]C#N, CO, O=Cc1ccc(C(=O)O)cc1, Nc1ccc(Cl)cc1, [Na+]. The product is O=C(O)c1ccc(CNc2ccc(Cl)cc2)cc1. As a reaction SMILES: [C:20]([BH3-:21])#[N:22].[CH3:24][OH:25].[CH:1](=[O:2])[c:3]1[cH:4][cH:5][c:6]([C:7](=[O:8])[OH:9])[cH:10][cH:11]1.[NH2:12][c:13]1[cH:14][cH:15][c:16]([Cl:17])[cH:18][cH:19]1.[Na+:23]>>[CH2:1]([c:3]1[cH:4][cH:5][c:6]([C:7](=[O:8])[OH:9])[cH:10][cH:11]1)[NH:12][c:13]1[cH:14][cH:15][c:16]([Cl:17])[cH:18][cH:19]1. Reactants: [N+](=O)([O-])C1=C(N)C=C(C=C1)Cl (2-nitro-5-chloroaniline), ClC1=CC=C(C=C1)Cl (1,4-dichlorobenzene). The product is ClC1=C(C=C(C=C1)Cl)C1=C(C=CC(=C1)Cl)[N+](=O)[O-] (2,5,5'-Trichloro-2'-nitrobiphenyl). RXN SMILES: [N+:1]([C:4]1[CH:10]=[CH:9][C:8]([Cl:11])=[CH:7][C:5]=1N)([O-:3])=[O:2].[Cl:12][C:13]1[CH:18]=[CH:17][C:16]([Cl:19])=[CH:15][CH:14]=1>>[Cl:12][C:13]1[CH:18]=[CH:17][C:16]([Cl:19])=[CH:15][C:14]=1[C:5]1[CH:7]=[C:8]([Cl:11])[CH:9]=[CH:10][C:4]=1[N+:1]([O-:3])=[O:2]. Procedure details: 2,5,5'-Trichloro-2'-nitrobiphenyl was prepared according to the procedure in Example 2A from 2-nitro-5-chloroaniline (2.6 g, 15 mmol) and 1,4-dichlorobenzene (29.5 g, 200 mmol). Purification was by filtration through silica gel (see Example 1A) eluting with hexanes/methylene chloride 80:20 yielding the title compound (830 mg). Mass spectrum: m/z at 301 for C12H6Cl3NO2. The reactants are FC1=C(CN2N=C(C=3C2=NC=CC3)C=3N=C(C2=C(N3)NC(C2(C)C)=O)I)C=CC=C1 (2-[1-(2-Fluorobenzyl)-1H-pyrazolo[3,4-b]pyridin-3-yl]-4-iodo-5,5-dimethyl-5,7-dihydro-6H-pyrrolo[2,3-d]pyrimidin-6-one), FC(C1CNCC1)(F)F (3-(trifluoromethyl)pyrrolidine). Run in CN1CCCC1=O (NMP). Reaction conditions: temperature 150 celsius. Product: FC1=C(CN2N=C(C=3C2=NC=CC3)C=3N=C(C2=C(N3)NC(C2(C)C)=O)N2CC(CC2)C(F)(F)F)C=CC=C1 (2-[1-(2-Fluorobenzyl)-1H-pyrazolo[3,4-b]pyridin-3-yl]-5,5-dimethyl-4-[3-(trifluoromethyl)pyrrolidin-1-yl]-5,7-dihydro-6H-pyrrolo[2,3-d]pyrimidin-6-one). RXN SMILES: [F:1][C:2]1[CH:30]=[CH:29][CH:28]=[CH:27][C:3]=1[CH2:4][N:5]1[C:9]2=[N:10][CH:11]=[CH:12][CH:13]=[C:8]2[C:7]([C:14]2[N:15]=[C:16](I)[C:17]3[C:22]([CH3:24])([CH3:23])[C:21](=[O:25])[NH:20][C:18]=3[N:19]=2)=[N:6]1.[F:31][C:32]([F:39])([F:38])[CH:33]1[CH2:37][CH2:36][NH:35][CH2:34]1>CN1C(=O)CCC1>[F:1][C:2]1[CH:30]=[CH:29][CH:28]=[CH:27][C:3]=1[CH2:4][N:5]1[C:9]2=[N:10][CH:11]=[CH:12][CH:13]=[C:8]2[C:7]([C:14]2[N:15]=[C:16]([N:35]3[CH2:36][CH2:37][CH:33]([C:32]([F:39])([F:38])[F:31])[CH2:34]3)[C:17]3[C:22]([CH3:24])([CH3:23])[C:21](=[O:25])[NH:20][C:18]=3[N:19]=2)=[N:6]1. Procedure: Under an argon atmosphere, 200 mg (purity 62%, 0.24 mmol) of 2-[1-(2-fluorobenzyl)-1H-pyrazolo[3,4-b]pyridin-3-yl]-4-iodo-5,5-dimethyl-5,7-dihydro-6H-pyrrolo[2,3-d]pyrimidin-6-one (example 15A) was put in 4 ml of absolute NMP and 671 mg (4.82 mmol) of 3-(trifluoromethyl)pyrrolidine was added. The mixture was heated in the microwave at 150° C. for 5 h. The reaction solution was filtered and purified by preparative HPLC (eluent: acetonitrile/water with 0.1% formic acid, gradient 20:80→100:0). 65 m... Reactants: Oc1ccc(C(=C2CCCCCCC2)c2ccc(Br)cc2)cc1, N#Cc1ccc(B(O)O)cc1, O=C([O-])[O-], CC1(C)CC(=C(c2ccc(O)cc2)c2ccc(-c3ccc(S(C)(=O)=O)cc3)cc2)CC(C)(C)C1, [Na+], [Na+], O, Cl[Pd]Cl, c1ccc(P(c2ccccc2)c2ccccc2)cc1, c1ccc(P(c2ccccc2)c2ccccc2)cc1. Product: N#Cc1ccc(-c2ccc(C(=C3CCCCCCC3)c3ccc(O)cc3)cc2)cc1. RXN SMILES: [Br:35][c:36]1[cH:37][cH:38][c:39]([C:42]([c:43]2[cH:44][cH:45][c:46]([OH:49])[cH:47][cH:48]2)=[C:50]2[CH2:51][CH2:52][CH2:53][CH2:54][CH2:55][CH2:56][CH2:57]2)[cH:40][cH:41]1.[C:58](#[N:59])[c:60]1[cH:61][cH:62][c:63]([B:66]([OH:67])[OH:68])[cH:64][cH:65]1.[C:69](=[O:70])([O-:71])[O-:72].[CH3:1][S:2]([c:3]1[cH:4][cH:5][c:6](-[c:7]2[cH:8][cH:9][c:10]([C:11](=[C:12]3[CH2:13][C:14]([CH3:15])([CH3:16])[CH2:17][C:18]([CH3:19])([CH3:20])[CH2:21]3)[c:22]3[cH:23][cH:24][c:25]([OH:26])[cH:27][cH:28]3)[cH:29][cH:30]2)[cH:31][cH:32]1)(=[O:33])=[O:34].[Na+:73].[Na+:74].[OH2:116].[Pd:75]([Cl:76])[Cl:77].[c:78]1([P:79]([c:80]2[cH:81][cH:82][cH:83][cH:84][cH:85]2)[c:86]2[cH:87][cH:88][cH:89][cH:90][cH:91]2)[cH:92][cH:93][cH:94][cH:95][cH:96]1.[c:97]1([P:98]([c:99]2[cH:100][cH:101][cH:102][cH:103][cH:104]2)[c:105]2[cH:106][cH:107][cH:108][cH:109][cH:110]2)[cH:111][cH:112][cH:113][cH:114][cH:115]1>>[c:36]1(-[c:63]2[cH:62][cH:61][c:60]([C:58]#[N:59])[cH:65][cH:64]2)[cH:37][cH:38][c:39]([C:42]([c:43]2[cH:44][cH:45][c:46]([OH:49])[cH:47][cH:48]2)=[C:50]2[CH2:51][CH2:52][CH2:53][CH2:54][CH2:55][CH2:56][CH2:57]2)[cH:40][cH:41]1. Starting materials: C1(C=CC(N1)=O)=O (maleimide), C(C(=C)C)#N (methacrylonitrile), CC(C)(C#N)N=NC(C)(C)C#N (AIBN), C(CCCCCCCCCCC)S (dodecanethiol), resultant solution. The solvent is CN(C)C=O (DMF). Conditions: temperature 90 celsius. The product is C1(C=CC(N1)=O)=O.C(C(=C)C)#N (maleimide methacrylonitrile). RXN SMILES: [C:1]1(=[O:7])[NH:5][C:4](=[O:6])[CH:3]=[CH:2]1.[C:8](#[N:12])[C:9]([CH3:11])=[CH2:10].CC(N=NC(C#N)(C)C)(C#N)C.C(S)CCCCCCCCCCC>CN(C=O)C>[C:4]1(=[O:6])[NH:5][C:1](=[O:7])[CH:2]=[CH:3]1.[C:8](#[N:12])[C:9]([CH3:11])=[CH2:10] |f:5.6|. Procedure: In accordance with the procedure of Example 4, 12 g of maleimide 8.3 g of methacrylonitrile (Aldrich) 21 mL of DMF, 0.8 g of AIBN and 0.1 g of dodecanethiol were charged to a reaction vessel. The reaction mixture was heated for 15 hours at 90° C. The resultant solution was treated in accordance with procedure of Example 4. The final product (yield, 46% of theory) was dried in vacuum, overnight. The relative viscosity of the polymer, ηrel, was 1.07 (0.5 g of polymer per deciliter in dimethylforma...